From a dataset of the Open Reaction Database (ORD), a public repository of structured organic reaction records. describe an organic reaction: reactants, conditions, products, and yield Reactants: NC1=C(C(=O)C2=CC=CC=C2)C=C(C=C1)[N+](=O)[O-] (2-amino-5-nitrobenzophenone), O.NN (hydrazine hydrate). The solvent is C(COCCO)O (diethylene glycol). The product is NC1=C(C(C2=CC=CC=C2)=NN)C=C(C=C1)[N+](=O)[O-] (2-amino-5-nitrobenzophenone hydrazone). As a reaction SMILES: [NH2:1][C:2]1[CH:15]=[CH:14][C:13]([N+:16]([O-:18])=[O:17])=[CH:12][C:3]=1[C:4]([C:6]1[CH:11]=[CH:10][CH:9]=[CH:8][CH:7]=1)=O.O.[NH2:20][NH2:21]>C(O)COCCO>[NH2:1][C:2]1[CH:15]=[CH:14][C:13]([N+:16]([O-:18])=[O:17])=[CH:12][C:3]=1[C:4](=[N:20][NH2:21])[C:6]1[CH:11]=[CH:10][CH:9]=[CH:8][CH:7]=1 |f:1.2|. Procedure details: In the manner given in Preparation 1, 2-amino-5-nitrobenzophenone is refluxed with hydrazine hydrate in diethylene glycol to give 2-amino-5-nitrobenzophenone hydrazone. Starting materials: N1N=C(C2=CC=CC=C12)C(=O)O (1H-indazole-3-carboxylic acid), C(=O)(N1C=NC=C1)N1C=NC=C1 (1,1'-carbonyldiimidazole), NCCCCN1CCCCC1 (1-(4-aminobutyl)piperidine). Solvent: CN(C=O)C (dimethylformamide), CN(C=O)C (dimethylformamide). Reaction conditions: time 4 hour. Yields the product N1(CCCCC1)CCCCNC(=O)C1=NNC2=CC=CC=C12 (N-[4-(1-piperidinyl)butyl]-1H-indazole-3-carboxamide). Isolated yield 101.3%. Reaction SMILES: [NH:1]1[C:9]2[C:4](=[CH:5][CH:6]=[CH:7][CH:8]=2)[C:3]([C:10]([OH:12])=O)=[N:2]1.C(N1C=CN=C1)(N1C=CN=C1)=O.[NH2:25][CH2:26][CH2:27][CH2:28][CH2:29][N:30]1[CH2:35][CH2:34][CH2:33][CH2:32][CH2:31]1>CN(C)C=O>[N:30]1([CH2:29][CH2:28][CH2:27][CH2:26][NH:25][C:10]([C:3]2[C:4]3[C:9](=[CH:8][CH:7]=[CH:6][CH:5]=3)[NH:1][N:2]=2)=[O:12])[CH2:35][CH2:34][CH2:33][CH2:32][CH2:31]1. Procedure details: To a solution of 1H-indazole-3-carboxylic acid (0.745 g, 4.6 mmol) in 20 mL dimethylformamide, was added 1,1'-carbonyldiimidazole (0.745 g, 4.6 mmol). This mixture was stirred at room temperature for 4 h, and to it was added dropwise a solution of 1-(4-aminobutyl)piperidine (0.718 g, 4.6 mmol) dissolved in 3 mL dimethylformamide. This solution was then stirred at room temperature for 18 h, the volatiles were evaporated and the residue was diluted with water. Extraction with ethyl acetate followe... The reactants are ClC1=C2C(=NC=C1)C=C(O2)C2=CC=C(C=C2)C(C)(C)O (2-[4-(7-chlorofuro[3,2-b]pyridin-2-yl)phenyl]propan-2-ol), CC1=C2C=CNC2=CC=C1N (4-methyl-1H-indol-5-ylamine). Product: C(=C)(C)C1=CC=C(C=C1)C1=CC2=NC=CC(=C2O1)NC=1C(=C2C=CNC2=CC1)C ([2-(4-Isopropenyl-phenyl)-furo[3,2-b]pyridin-7-yl]-(4-methyl-1H-indol-5-yl)-amine), solid. Isolated yield 66.0%. Reaction SMILES: Cl[C:2]1[CH:7]=[CH:6][N:5]=[C:4]2[CH:8]=[C:9]([C:11]3[CH:16]=[CH:15][C:14]([C:17](O)([CH3:19])[CH3:18])=[CH:13][CH:12]=3)[O:10][C:3]=12.[CH3:21][C:22]1[C:30]([NH2:31])=[CH:29][CH:28]=[C:27]2[C:23]=1[CH:24]=[CH:25][NH:26]2>>[C:17]([C:14]1[CH:15]=[CH:16][C:11]([C:9]2[O:10][C:3]3[C:4](=[N:5][CH:6]=[CH:7][C:2]=3[NH:31][C:30]3[C:22]([CH3:21])=[C:23]4[C:27](=[CH:28][CH:29]=3)[NH:26][CH:25]=[CH:24]4)[CH:8]=2)=[CH:12][CH:13]=1)([CH3:19])=[CH2:18]. Procedure details: The title compound was prepared by procedure E using 2-[4-(7-chlorofuro[3,2-b]pyridin-2-yl)phenyl]propan-2-ol (29.50 mg; 0.10 mmol; 1.00 eq.) instead of 7-chloro-2-(3,4,5-trimethoxyphenyl)furo[3,2-b]pyridine, and 4-methyl-1H-indol-5-ylamine (15.74 mg; 0.11 mmol; 1.05 eq.) instead of 6-amino-2,2-difluoro-4H-benzo[1,4]oxazin-3-one, and was obtained as a beige solid (26 mg, 66%). (HPLC (method F): 93%, RT: 4.44 min); 1H NMR (500 MHz, DMSO-d6) δ[ppm] 11.14 (s, 1H), 8.57 (s, 1H), 7.99-7.90 (m, 3H), 7... Starting materials: Cn1c(S(C)(=O)=O)nc2cccnc21, CO, [H-], [Na+], CN(C)C=O, CCCn1c(=O)n(-c2ccc(O)cc2)c2ncccc21. Product: CCCn1c(=O)n(-c2ccc(Oc3nc4cccnc4n3C)cc2)c2ncccc21. As a reaction SMILES: [CH3:1][n:2]1[c:3]([S:11]([CH3:12])(=[O:13])=[O:14])[n:4][c:5]2[c:6]1[n:7][cH:8][cH:9][cH:10]2.[CH3:42][OH:43].[H-:36].[Na+:35].[O:37]=[CH:38][N:39]([CH3:40])[CH3:41].[OH:15][c:16]1[cH:17][cH:18][c:19](-[n:22]2[c:23](=[O:34])[n:24]([CH2:31][CH2:32][CH3:33])[c:25]3[c:26]2[n:27][cH:28][cH:29][cH:30]3)[cH:20][cH:21]1>>[CH3:1][n:2]1[c:3]([O:15][c:16]2[cH:17][cH:18][c:19](-[n:22]3[c:23](=[O:34])[n:24]([CH2:31][CH2:32][CH3:33])[c:25]4[c:26]3[n:27][cH:28][cH:29][cH:30]4)[cH:20][cH:21]2)[n:4][c:5]2[c:6]1[n:7][cH:8][cH:9][cH:10]2.